From a dataset of the Open Reaction Database (ORD), a public repository of structured organic reaction records. describe an organic reaction: reactants, conditions, products, and yield Reactants: BrC1=CC(=C(C=O)C=C1OC)[N+](=O)[O-] (4-Bromo-5-methoxy-2-nitrobenzaldehyde), C1(=CC=CC=C1)[Mg]Br (PhMgBr), solution. The solvent is C1CCOC1 (THF), C1CCOC1 (THF). Run at time 30 minute. The product is BrC1=CC(=C(C=C1OC)C(O)C1=CC=CC=C1)[N+](=O)[O-] ((4-Bromo-5-methoxy-2-nitrophenyl)(phenyl)methanol). Yield: 92.0%. RXN SMILES: [Br:1][C:2]1[C:9]([O:10][CH3:11])=[CH:8][C:5]([CH:6]=[O:7])=[C:4]([N+:12]([O-:14])=[O:13])[CH:3]=1.[C:15]1([Mg]Br)[CH:20]=[CH:19][CH:18]=[CH:17][CH:16]=1>C1COCC1>[Br:1][C:2]1[C:9]([O:10][CH3:11])=[CH:8][C:5]([CH:6]([C:15]2[CH:20]=[CH:19][CH:18]=[CH:17][CH:16]=2)[OH:7])=[C:4]([N+:12]([O-:14])=[O:13])[CH:3]=1. Reported procedure: To a solution of aldehyde 13 (200 mg, 0.77 mmol) in THF (10 mL) at −78° C. was added slowly a solution of PhMgBr (2.7 mL, a 1.0 M solution in THF, 2.7 mmol). After the reaction mixture was stirred at this temperature for 30 min, the reaction was quenched with 1 M HCl (15 mL). The product was extracted with Et2O (2×20 mL). The organic layer was dried (Na2SO4), and concentrated, and the residue was purified by flash chromatography (hexane/EtOAc 3:1) to afford 14 (240 mg, 92%): Rf0.32 (hexane/EtOAc... Reactants: [C@@H]1([C@H](O)[C@H](O)[C@H](O1)CO)NC1=NC=NC=2N(CN=CC21)N (N4 -(β-D-ribofuranosyl)pyrimido[4,5-d]pyrimidine-4,8-diamine), C(C)(=O)OC(C)=O (acetic anhydride). The product is C(C)(=O)O[C@H]1[C@@H](O[C@@H]([C@H]1OC(C)=O)COC(C)=O)NC1=NC=NC=2N(CN=CC21)N (N4 -(2,3,5-tri-O-acetyl β-D-ribofuranosyl)pyrimido[4,5-d]pyrimidine-4,8-diamine). As a reaction SMILES: [C@@H:1]1([NH:10][C:11]2[C:20]3[CH:19]=[N:18][CH2:17][N:16]([NH2:21])[C:15]=3[N:14]=[CH:13][N:12]=2)[O:7][C@H:6]([CH2:8][OH:9])[C@@H:4]([OH:5])[C@H:2]1[OH:3].C(O[C:26](=[O:28])[CH3:27])(=O)C>>[C:2]([O:3][C@@H:2]1[C@H:4]([O:5][C:4](=[O:5])[CH3:6])[C@@H:6]([CH2:8][O:9][C:26](=[O:28])[CH3:27])[O:7][C@H:1]1[NH:10][C:11]1[C:20]2[CH:19]=[N:18][CH2:17][N:16]([NH2:21])[C:15]=2[N:14]=[CH:13][N:12]=1)(=[O:3])[CH3:1]. Reported procedure: reacting said N4 -(β-D-ribofuranosyl)pyrimido[4,5-d]pyrimidine-4,8-diamine with acetic anhydride in the presence of an acid scavenger to produce N4 -(2,3,5-tri-O-acetyl β-D-ribofuranosyl)pyrimido[4,5-d]pyrimidine-4,8-diamine or, alternatively reacting said N4 -(β-D-ribofuranosyl)pyrimido[4,5-d]pyrimidine-4,8-diamine with phosphoryl chloride in trimethylphosphate at a temperature below about 10° C. to produce N4 -(5-O-phosphono-β-D-ribofuranosyl)pyrimido[4,5-d]pyrimidine-4,8-diamine. Reactants: CCOc1ccccc1-c1ncc(C(N)=O)c(=O)[nH]1, O=P(Cl)(Cl)Cl. Yields the product CCOc1ccccc1-c1ncc(C#N)c(=O)[nH]1. Reaction SMILES: [O:1]=[c:2]1[c:3]([C:17](=[O:18])[NH2:19])[cH:4][n:5][c:6](-[c:8]2[c:9]([O:14][CH2:15][CH3:16])[cH:10][cH:11][cH:12][cH:13]2)[nH:7]1.[P:20]([Cl:21])([Cl:22])([Cl:23])=[O:24]>>[O:1]=[c:2]1[c:3]([C:17]#[N:19])[cH:4][n:5][c:6](-[c:8]2[c:9]([O:14][CH2:15][CH3:16])[cH:10][cH:11][cH:12][cH:13]2)[nH:7]1. Reported procedure: 370 mg (0.85 mmol) 70% methyl 4-(3-chloropropane-sulphonylamino)-3-methyl-benzoate dissolved in 26 ml DMF are combined with 275 mg (2.45 mmol) potassium-tert.-butoxide and stirred for 16 hours at ambient temperature. The reaction mixture is combined with water and extracted with ethyl acetate. The combined organic phases are dried over sodium sulphate, evaporated down i. vac. and the residue is purified by chromatography on silica gel (eluant: dichloromethane/isopropanol 98:2). Conditions: time 16 hour. The product is O=S1(N(CCC1)C1=C(C=C(C(=O)OC)C=C1)C)=O (methyl 4-(1,1-dioxo-isothiazolidin-2-yl)-3-methyl-benzoate). As a reaction SMILES: Cl[CH2:2][CH2:3][CH2:4][S:5]([NH:8][C:9]1[CH:18]=[CH:17][C:12]([C:13]([O:15][CH3:16])=[O:14])=[CH:11][C:10]=1[CH3:19])(=[O:7])=[O:6].[K].CC(C)([O-])C.O>CN(C=O)C>[O:6]=[S:5]1(=[O:7])[CH2:4][CH2:3][CH2:2][N:8]1[C:9]1[CH:18]=[CH:17][C:12]([C:13]([O:15][CH3:16])=[O:14])=[CH:11][C:10]=1[CH3:19] |f:1.2,^1:19|. Run in CN(C)C=O (DMF). The reactants are [K].CC(C)([O-])C (potassium tert.-butoxide), ClCCCS(=O)(=O)NC1=C(C=C(C(=O)OC)C=C1)C (methyl 4-(3-chloropropane-sulphonylamino)-3-methyl-benzoate), O (water). Starting materials: C(NN)(=O)OC(C)(C)C (t-butyl carbazate), C(=O)(OCC1=CC=CC=C1)N[C@@H](CC1=CC=C(C=C1)O)C(=O)O (CBZ-L-tyrosine), CN1CCOCC1 (N-methylmorpholine), 2,2,2-Trichloro-1,1-dimethylethylchloroformate. Solvent: O1CCCC1 (THF), O1CCCC1 (tetrahydrofuran). Reaction conditions: time 5 minute. Yields the product C(=O)(OC(C)(C)C)NNC([C@@H](N)CC1=CC=C(C=C1)O)=O (Tyrosine N'-Boc-hydrazide). RXN SMILES: C([NH:11][C@H:12]([C:21]([OH:23])=O)[CH2:13][C:14]1[CH:19]=[CH:18][C:17]([OH:20])=[CH:16][CH:15]=1)(OCC1C=CC=CC=1)=O.CN1CCOCC1.[C:31]([O:35][C:36]([CH3:39])([CH3:38])[CH3:37])(=[O:34])[NH:32][NH2:33]>O1CCCC1>[C:31]([NH:32][NH:33][C:21](=[O:23])[C@H:12]([CH2:13][C:14]1[CH:15]=[CH:16][C:17]([OH:20])=[CH:18][CH:19]=1)[NH2:11])([O:35][C:36]([CH3:39])([CH3:38])[CH3:37])=[O:34]. Procedure: A solution of CBZ-L-tyrosine (3.00 gm, 9.11 mmoles), N-methylmorpholine (0.92 gm, 1.00 ml, 9.11 mmoles) in 100 ml dry tetrahydrofuran (THF) was cooled to 0° C. under nitrogen. 2,2,2-Trichloro-1,1-dimethylethylchloroformate (2.18 gm, 9.11 mmoles) was added to the cold solution. After 5 minutes stirring, a solution of t-butyl carbazate (1.20 gm, 9.11 mmoles) in 20 ml dry THF was cooled to 0° C. and added to the reaction mixture. The mixture was allowed to warm slowly to room temperature and was st... Starting materials: C(C1=CC=CC=C1)OC(=O)N[C@H](CCCCC(=O)O)C ((S)-6-[1-(benzyloxy)formamido]heptanoic acid), [H-].[Na+] (sodium hydride), CI (methyl iodide). Run in CN(C=O)C (dimethylformamide). Yields the product C(C1=CC=CC=C1)OC(=O)N(C)[C@H](CCCCC(=O)O)C ((S)-6-[1-(benzyloxy)-N-methylformamido]heptanoic acid). Isolated yield 51.9%. Reaction SMILES: [CH2:1]([O:8][C:9]([NH:11][C@@H:12]([CH3:20])[CH2:13][CH2:14][CH2:15][CH2:16][C:17]([OH:19])=[O:18])=[O:10])[C:2]1[CH:7]=[CH:6][CH:5]=[CH:4][CH:3]=1.[H-].[Na+].[CH3:23]I>CN(C)C=O>[CH2:1]([O:8][C:9]([N:11]([C@@H:12]([CH3:20])[CH2:13][CH2:14][CH2:15][CH2:16][C:17]([OH:19])=[O:18])[CH3:23])=[O:10])[C:2]1[CH:3]=[CH:4][CH:5]=[CH:6][CH:7]=1 |f:1.2|. Procedure: 6.5 g (23 mmol) of (S)-6-[1-(benzyloxy)formamido]heptanoic acid are added to a suspension of 3.05 g of 55% sodium hydride (70 mmol) in 200 ml of dimethylformamide and the mixture is left to react at 40° for 30 minutes. Thereafter, 13 g (90 mmol) of methyl iodide are added dropwise and the reaction mixture is heated to 70° for 1 hour. After evaporation of the solvent 120 ml of 1N agueous sodium hydroxide solution and 120 ml of ethanol are added and the reaction mixture is heated to reflux for 30 ... Reactants: CC(NC(=O)Cc1cccc(Cl)c1)C(=O)O, OCc1ccsc1. The product is CC(NC(=O)Cc1cccc(Cl)c1)C(=O)OCc1ccsc1. RXN SMILES: [Cl:1][c:2]1[cH:3][c:4]([CH2:8][C:9](=[O:10])[NH:11][CH:12]([CH3:13])[C:14](=[O:15])[OH:16])[cH:5][cH:6][cH:7]1.[s:17]1[cH:18][c:19]([CH2:22][OH:23])[cH:20][cH:21]1>>[Cl:1][c:2]1[cH:3][c:4]([CH2:8][C:9](=[O:10])[NH:11][CH:12]([CH3:13])[C:14]([O:15][CH2:22][c:19]2[cH:18][s:17][cH:21][cH:20]2)=[O:16])[cH:5][cH:6][cH:7]1. Starting materials: CN(C)c1ccncc1, COc1cc2nccc(Cl)c2cc1OC, Clc1ccccc1Cl, CCCOC(=O)c1cc(-c2ccc(F)cc2F)ccc1O. Yields the product CCCOC(=O)c1cc(-c2ccc(F)cc2F)ccc1Oc1ccnc2cc(OC)c(OC)cc12. RXN SMILES: [CH3:37][N:38]([CH3:39])[c:40]1[cH:41][cH:42][n:43][cH:44][cH:45]1.[Cl:22][c:23]1[cH:24][cH:25][n:26][c:27]2[cH:28][c:29]([O:35][CH3:36])[c:30]([O:33][CH3:34])[cH:31][c:32]12.[Cl:46][c:47]1[cH:48][cH:49][cH:50][cH:51][c:52]1[Cl:53].[F:1][c:2]1[c:3](-[c:9]2[cH:10][cH:11][c:12]([OH:21])[c:13]([C:14](=[O:15])[O:16][CH2:17][CH2:18][CH3:19])[cH:20]2)[cH:4][cH:5][c:6]([F:8])[cH:7]1>>[F:1][c:2]1[c:3](-[c:9]2[cH:10][cH:11][c:12]([O:21][c:23]3[cH:24][cH:25][n:26][c:27]4[cH:28][c:29]([O:35][CH3:36])[c:30]([O:33][CH3:34])[cH:31][c:32]34)[c:13]([C:14](=[O:15])[O:16][CH2:17][CH2:18][CH3:19])[cH:20]2)[cH:4][cH:5][c:6]([F:8])[cH:7]1.